This data is from the Open Reaction Database (ORD), a public repository of structured organic reaction records. The task is: describe an organic reaction: reactants, conditions, products, and yield Reactants: N[C@@H](CC(N)=O)C(=O)O.N[C@@H](C(C)C)C(=O)O.NC(C)N.C(CC)(=O)C=1C(=O)NC(C1)=O (Asparagine Valine diaminoethane propionyl-maleimide), white solid, Fmoc-(D)Asp(OtBu)-diaminoethane-trityl, N([C@@H](CCSC)C(=O)O)C(=O)OCC1C2=CC=CC=C2C2=CC=CC=C12 (Fmoc-Met). Conditions: time 10.97 minute. The product is N[C@@H](CCSC)C(=O)O.N[C@H](CC(=O)O)C(=O)O.NC(C)N.C(CC)(=O)C=1C(=O)NC(C1)=O (Methionine (D)Aspartic Acid diaminoethane propionyl maleimide). RXN SMILES: [NH2:1][C@H:2]([C:7]([OH:9])=[O:8])[CH2:3][C:4](=[O:6])N.N[C@H](C(O)=[O:16])C(C)C.[NH2:18][CH:19]([NH2:21])[CH3:20].[C:22]([C:26]1[C:27]([NH:29][C:30](=[O:32])[CH:31]=1)=[O:28])(=[O:25])[CH2:23][CH3:24].[NH:33](C(OCC1C2C(=CC=CC=2)C2C1=CC=CC=2)=O)[C@H:34]([C:39]([OH:41])=[O:40])[CH2:35][CH2:36][S:37][CH3:38]>>[NH2:33][C@H:34]([C:39]([OH:41])=[O:40])[CH2:35][CH2:36][S:37][CH3:38].[NH2:1][C@@H:2]([C:7]([OH:9])=[O:8])[CH2:3][C:4]([OH:16])=[O:6].[NH2:18][CH:19]([NH2:21])[CH3:20].[C:22]([C:26]1[C:27]([NH:29][C:30](=[O:32])[CH:31]=1)=[O:28])(=[O:25])[CH2:23][CH3:24] |f:0.1.2.3,5.6.7.8|. Procedure details: AF-Methionine-(D)Aspartic Acid-diaminoethane-propionyl maleimide (7d) was prepared using the same method as 5c starting with 100 mg of Fmoc-(D)Asp(OtBu)-diaminoethane-trityl resin (3), and using Fmoc-Met as AA1. Yield: 19.4 mg (25%) of white solid. RP-HPLC analysis: >95% at 10.97 min; ESMS m/z=1185.195 (M+H)+.